This data is from the Open Reaction Database (ORD), a public repository of structured organic reaction records. The task is: describe an organic reaction: reactants, conditions, products, and yield The reactants are C(C)(C)(C)OC(=O)N1CCC[C@@H](C2=CC=3COCC3C=C21)N(C#N)CC2=CC(=CC(=C2)C(F)(F)F)C(F)(F)F ((S)-9-[(3,5-bis-trifluoromethyl-benzyl)-cyano-amino]-1,3,6,7,8,9-hexahydro-2-oxa-5-aza-cyclohepta[f]indene-5-carboxylic acid tert-butyl ester), N(=[N+]=[N-])[Sn](CCCC)(CCCC)CCCC (azidotributyltin). Solvent: C1(=CC=CC=C1)C (toluene). Run at temperature 100 celsius, time 12 hour. The product is C(C)(C)(C)OC(=O)N1CCC[C@@H](C2=CC=3COCC3C=C21)N(C=2N=NNN2)CC2=CC(=CC(=C2)C(F)(F)F)C(F)(F)F ((S)-9-[(3,5-Bis-trifluoromethyl-benzyl)-(2H-tetrazol-5-yl)-amino]-1,3,6,7,8,9-hexahydro-2-oxa-5-aza-cyclohepta[f]indene-5-carboxylic acid tert-butyl ester). As a reaction SMILES: [C:1]([O:5][C:6]([N:8]1[C:21]2[C:13](=[CH:14][C:15]3[CH2:16][O:17][CH2:18][C:19]=3[CH:20]=2)[C@@H:12]([N:22]([CH2:25][C:26]2[CH:31]=[C:30]([C:32]([F:35])([F:34])[F:33])[CH:29]=[C:28]([C:36]([F:39])([F:38])[F:37])[CH:27]=2)[C:23]#[N:24])[CH2:11][CH2:10][CH2:9]1)=[O:7])([CH3:4])([CH3:3])[CH3:2].[N:40]([Sn](CCCC)(CCCC)CCCC)=[N+:41]=[N-:42]>C1(C)C=CC=CC=1>[C:1]([O:5][C:6]([N:8]1[C:21]2[C:13](=[CH:14][C:15]3[CH2:16][O:17][CH2:18][C:19]=3[CH:20]=2)[C@@H:12]([N:22]([CH2:25][C:26]2[CH:27]=[C:28]([C:36]([F:38])([F:39])[F:37])[CH:29]=[C:30]([C:32]([F:34])([F:33])[F:35])[CH:31]=2)[C:23]2[N:40]=[N:41][NH:42][N:24]=2)[CH2:11][CH2:10][CH2:9]1)=[O:7])([CH3:4])([CH3:2])[CH3:3]. Reported procedure: To a solution of (S)-9-[(3,5-bis-trifluoromethyl-benzyl)-cyano-amino]-1,3,6,7,8,9-hexahydro-2-oxa-5-aza-cyclohepta[f]indene-5-carboxylic acid tert-butyl ester (1.61 mmol) in toluene (10 mL), add azidotributyltin (3.22 mmol) and heat to 100° C. After stirring for 12 h, cool the reaction to room temperature and quench with methanol (1 mL). Dilute the reaction mixture with ethyl acetate (100 mL) and wash with aqueous sodium fluoride (50 mL) and brine (50 mL). Dry the organic portion over sodium sul... Starting materials: ClC1=CC=C(C=C1)C1=C(C=CC=C1)CN1CCN(CC1)C1=CC=C(C(=O)OCC)C=C1 (Ethyl 4-(4-((4′-chloro-1,1′-biphenyl-2-yl)methyl)-1-piperazinyl)benzoate), O.[OH-].[Li+] (lithium hydroxide hydrate). The solvent is O1CCOCC1 (dioxane), O (water). Conditions: temperature 80 celsius. Product: ClC1=CC=C(C=C1)C1=C(C=CC=C1)CN1CCN(CC1)C1=CC=C(C(=O)O)C=C1 (4-(4-((4′-chloro-1,1′-biphenyl-2-yl)methyl)-1-piperazinyl)benzoic acid). RXN SMILES: [Cl:1][C:2]1[CH:7]=[CH:6][C:5]([C:8]2[CH:13]=[CH:12][CH:11]=[CH:10][C:9]=2[CH2:14][N:15]2[CH2:20][CH2:19][N:18]([C:21]3[CH:31]=[CH:30][C:24]([C:25]([O:27]CC)=[O:26])=[CH:23][CH:22]=3)[CH2:17][CH2:16]2)=[CH:4][CH:3]=1.O.[OH-].[Li+]>O1CCOCC1.O>[Cl:1][C:2]1[CH:3]=[CH:4][C:5]([C:8]2[CH:13]=[CH:12][CH:11]=[CH:10][C:9]=2[CH2:14][N:15]2[CH2:20][CH2:19][N:18]([C:21]3[CH:22]=[CH:23][C:24]([C:25]([OH:27])=[O:26])=[CH:30][CH:31]=3)[CH2:17][CH2:16]2)=[CH:6][CH:7]=1 |f:1.2.3|. Reported procedure: A mixture of EXAMPLE 2B (13 g) and lithium hydroxide hydrate (3.78 g) in dioxane (250 mL) and water (100 mL) at 95° C. was stirred for 16 hours and concentrated. The concentrate in water was heated at 80° C. and filtered. The filtrate was treated with 1M HCl (90 mL) and filtered.